This data is from the Open Reaction Database (ORD), a public repository of structured organic reaction records. The task is: describe an organic reaction: reactants, conditions, products, and yield Starting materials: N#CCCBr, CCCC[N+](CCCC)(CCCC)CCCC, [Cl-], ClCCl, [Na+], [OH-], O, c1ccc(CC2OCCO2)cc1. Yields the product N#CCCOCCOCCc1ccccc1. As a reaction SMILES: [Br:13][CH2:14][CH2:15][C:16]#[N:17].[CH3:21][CH2:22][CH2:23][CH2:24][N+:25]([CH2:26][CH2:27][CH2:28][CH3:29])([CH2:30][CH2:31][CH2:32][CH3:33])[CH2:34][CH2:35][CH2:36][CH3:37].[Cl-:20].[Cl:38][CH2:39][Cl:40].[Na+:19].[OH-:18].[OH2:41].[c:1]1([CH2:7][CH:8]2[O:9][CH2:10][CH2:11][O:12]2)[cH:2][cH:3][cH:4][cH:5][cH:6]1>>[c:1]1([CH2:7][CH2:8][O:12][CH2:11][CH2:10][O:9][CH2:14][CH2:15][C:16]#[N:17])[cH:2][cH:3][cH:4][cH:5][cH:6]1. The reactants are O=[Ag], BrC12CCCC(C1)C1CCC2C1, CCO. The product is CCOC12CCCC(C1)C1CCC2C1. RXN SMILES: [Ag:16]=[O:17].[Br:1][C:2]12[CH:3]3[CH2:4][CH2:5][CH:6]([CH:7]([CH2:8][CH2:9][CH2:10]1)[CH2:11]2)[CH2:12]3.[CH3:13][CH2:14][OH:15]>>[C:2]12([O:15][CH2:14][CH3:13])[CH:3]3[CH2:4][CH2:5][CH:6]([CH:7]([CH2:8][CH2:9][CH2:10]1)[CH2:11]2)[CH2:12]3. Reactants: COc1cc2cc(C(C)=O)sc2cc1OC, COC(=O)OC, CC(=O)O, [H-], [KH], [Na+], C1CCOC1, O, c1ccc2sccc2c1. The product is COC(=O)CC(=O)c1cc2cc(OC)c(OC)cc2s1. Reaction SMILES: [C:9]([CH3:10])(=[O:11])[c:12]1[cH:13][c:14]2[c:15]([s:16]1)[cH:17][c:18]([O:23][CH3:24])[c:19]([O:21][CH3:22])[cH:20]2.[CH3:3][O:4][C:5](=[O:6])[O:7][CH3:8].[CH3:41][C:42](=[O:43])[OH:44].[H-:1].[KH:34].[Na+:2].[O:35]1[CH2:36][CH2:37][CH2:38][CH2:39]1.[OH2:40].[s:25]1[c:26]2[cH:27][cH:28][cH:29][cH:30][c:31]2[cH:32][cH:33]1>>[C:5](=[O:6])([O:7][CH3:8])[CH2:10][C:9](=[O:11])[c:12]1[cH:13][c:14]2[c:15]([s:16]1)[cH:17][c:18]([O:23][CH3:24])[c:19]([O:21][CH3:22])[cH:20]2. Reactants: C1=CC=C(C=C1)COC2=CC3=C(C=C2)NC=C3CCO (5-benzyloxytryptophol), crude product, COC(=CC(=O)OC)CC (methyl 3-methoxy-2-pentenoate), B(F)(F)F.CCOCC (borontrifluoride etherate). The solvent is C(Cl)Cl (methylene chloride). Conditions: time 3 hour. Yields the product COC(CC1(OCCC2=C1NC1=CC=C(C=C21)OCC2=CC=CC=C2)CC)=O (1-Ethyl-1,3,4,9-tetrahydro-6-(phenylmethoxy)pyrano[3,4-b]indole-1-acetic acid methyl ester). Yield: 84.9%. Reaction SMILES: [CH:1]1[CH:6]=[CH:5][C:4]([CH2:7][O:8][C:9]2[CH:14]=[CH:13][C:12]3[NH:15][CH:16]=[C:17]([CH2:18][CH2:19][OH:20])[C:11]=3[CH:10]=2)=[CH:3][CH:2]=1.CO[C:23]([CH2:29][CH3:30])=[CH:24][C:25]([O:27][CH3:28])=[O:26].B(F)(F)F.CCOCC>C(Cl)Cl>[CH3:28][O:27][C:25](=[O:26])[CH2:24][C:23]1([CH2:29][CH3:30])[C:16]2[NH:15][C:12]3[C:11]([C:17]=2[CH2:18][CH2:19][O:20]1)=[CH:10][C:9]([O:8][CH2:7][C:4]1[CH:3]=[CH:2][CH:1]=[CH:6][CH:5]=1)=[CH:14][CH:13]=3 |f:2.3|. Reported procedure: A mixture consisting of 5-benzyloxytryptophol (24.0 g, 0.090 mol), methylene chloride (600 mL), methyl 3-methoxy-2-pentenoate (16.8 g, 0.177 mol) and borontrifluoride etherate (2 mL) is stirred at room temperature for 3 hours. The reaction mixture is washed with 5% NaHCO3 (2×200 mL), water (2×200 mL) and once with brine (200 mL), dried (MgSO4), filtered and concentrated to give 38.0 g crude product. The crude product is flash chromatographed on silica gel using 20% ethyl acetate/hexane as an elu... Starting materials: Cl, CC(=O)Nc1ccc2nc3[nH]c(=O)[nH]c3cc2c1. Product: Nc1ccc2nc3[nH]c(=O)[nH]c3cc2c1. As a reaction SMILES: [ClH:19].[O:1]=[c:2]1[nH:3][c:4]2[c:5]([n:6][c:7]3[cH:8][cH:9][c:10]([NH:14][C:15](=[O:16])[CH3:17])[cH:11][c:12]3[cH:13]2)[nH:18]1>>[O:1]=[c:2]1[nH:3][c:4]2[c:5]([n:6][c:7]3[cH:8][cH:9][c:10]([NH2:14])[cH:11][c:12]3[cH:13]2)[nH:18]1. The reactants are Cc1cc(-c2cncc(C(F)(F)F)c2)nc(C)c1C(=O)O, [Cl-], C1CCN(C2CCNCC2)C1. The product is Cc1cc(-c2cncc(C(F)(F)F)c2)nc(C)c1C(=O)N1CCC(N2CCCC2)CC1. RXN SMILES: [CH3:1][c:2]1[cH:3][c:4](-[c:12]2[cH:13][n:14][cH:15][c:16]([C:18]([F:19])([F:20])[F:21])[cH:17]2)[n:5][c:6]([CH3:11])[c:7]1[C:8](=[O:9])[OH:10].[Cl-:22].[N:23]1([CH:28]2[CH2:29][CH2:30][NH:31][CH2:32][CH2:33]2)[CH2:24][CH2:25][CH2:26][CH2:27]1>>[CH3:1][c:2]1[cH:3][c:4](-[c:12]2[cH:13][n:14][cH:15][c:16]([C:18]([F:19])([F:20])[F:21])[cH:17]2)[n:5][c:6]([CH3:11])[c:7]1[C:8](=[O:10])[N:31]1[CH2:30][CH2:29][CH:28]([N:23]2[CH2:24][CH2:25][CH2:26][CH2:27]2)[CH2:33][CH2:32]1. Reactants: CC1=C(C(=O)C2=C(C1=O)N3C[C@H]4[C@@H]([C@@]3([C@@H]2COC(=O)N)OC)N4C)OC (N-methylmitomycin A), CO (methanol). Run in C(C1=CC=CO1)N (furfurylamine). Product: C(N)(O)=O.OCC1C2(N(C=3C(C(=C(C(C13)=O)NCC1=CC=CO1)C)=O)CC1C2N1C)OC (1,1a,2,8,8a,8b-Hexahydro-8-(hydroxymethyl)-8a-methoxy-1,5-dimethyl-6-furfurylamino-azirino[2',3':3,4]pyrrolo[1,2-a]indole-4,7-dione carbamate). Yield: 55.7%. As a reaction SMILES: [CH3:1][C:2]1[C:8](=[O:9])[C:7]2[N:10]3[C@@:14]([O:21][CH3:22])([C@H:15]([CH2:16][O:17][C:18]([NH2:20])=[O:19])[C:6]=2[C:4](=[O:5])[C:3]=1OC)[C@H:13]1[N:23]([CH3:24])[C@H:12]1[CH2:11]3.[CH3:27][OH:28]>C(N)C1OC=CC=1>[C:18](=[O:17])([OH:19])[NH2:20].[OH:17][CH2:16][CH:15]1[C:6]2[C:4](=[O:5])[C:3]([NH:10][CH2:7][C:6]3[O:28][CH:27]=[CH:3][CH:4]=3)=[C:2]([CH3:1])[C:8](=[O:9])[C:7]=2[N:10]2[CH2:11][CH:12]3[N:23]([CH3:24])[CH:13]3[C:14]12[O:21][CH3:22] |f:3.4|. Procedure: To a solution of 50 mg (0.13 mmol) of N-methylmitomycin A in 6 ml of anhydrous methanol, 0.5 ml of furfurylamine was added with stirring. The solvent was removed by evaporation under reduced pressure and the residue was chromatographed using silica-gel as adsorbent. The fraction obtained by eluting the column with a mixture of chloroform and ethyl acetate (1:1 by volume) was evaporated under reduced pressure. Recrystallization from a mixture of chloroform and hexane gave 31 mg (55.7% yield) of t...